Task: describe an organic reaction: reactants, conditions, products, and yield. Dataset: the Open Reaction Database (ORD), a public repository of structured organic reaction records The reactants are C1C=CC2C1[C@H]3C[C@@H]2C=C3 (DCPD), C(C=C)O (allyl alcohol). Conditions: temperature 210 celsius, time 1 hour. Yields the product C12C(CC(C=C1)C2)CO (5-norbornene-2-methanol). The yield is 52.0%. Reaction SMILES: C1[CH:5]2[C@@H:6]3[CH:10]=[CH:9][C@H:8]([CH:4]2[CH:3]=C1)[CH2:7]3.C([OH:14])C=C>>[CH:8]12[CH2:7][CH:6]([CH:10]=[CH:9]1)[CH2:5][CH:4]2[CH2:3][OH:14]. Procedure: After DCPD (dicyclopentadiene, Aldrich, 397 g, 3 mol) and allyl alcohol (Aldrich, 331 g, and 5.7 mol) were put into a 2 L high pressure reactor, temperature was increased to 210° C. After a reaction was conducted for 1 hour while agitating at 300 rpm, reactants were cooled and moved to a distillator. Distillation was repeatedly conducted under reduced pressure of 1 torr using a vacuum pump twice to obtain a product at 56° C. (yield: 52%) Starting materials: N1=CC=CC=C1 (pyridine), CS(=O)(=O)Cl (methanesulfonyl chloride), OCC1=CC=C(C=C1)N1C(=CC(=C1)C=C)C#N (1-(4-hydroxymethylphenyl)-4-vinylpyrrole-2-carbonitrile), N1=CC=CC=C1 (pyridine), CS(=O)(=O)Cl (methanesulfonyl chloride). The reagents and catalysts are CN(C1=CC=NC=C1)C (4-dimethylaminopyridine). Run in ClCCl (dichloromethane). Conditions: time 4 hour. Product: ClCC1=CC=C(C=C1)N1C(=CC(=C1)C=C)C#N (1-(4-chloromethylphenyl)-4-vinylpyrrole-2-carbonitrile). Isolated yield 84.4%. Reaction SMILES: O[CH2:2][C:3]1[CH:8]=[CH:7][C:6]([N:9]2[CH:13]=[C:12]([CH:14]=[CH2:15])[CH:11]=[C:10]2[C:16]#[N:17])=[CH:5][CH:4]=1.N1C=CC=CC=1.CS([Cl:28])(=O)=O>ClCCl.CN(C)C1C=CN=CC=1>[Cl:28][CH2:2][C:3]1[CH:8]=[CH:7][C:6]([N:9]2[CH:13]=[C:12]([CH:14]=[CH2:15])[CH:11]=[C:10]2[C:16]#[N:17])=[CH:5][CH:4]=1. Procedure: To a solution of 1-(4-hydroxymethylphenyl)-4-vinylpyrrole-2-carbonitrile (910 mg) in dichloromethane (15 ml) was added pyridine (385 mg), 4-dimethylaminopyridine (20 mg), methanesulfonyl chloride (560 mg) successively at 5° C. The mixture was stirred at ambient temperature for 4 hours and then pyridine (385 mg) and methanesulfonyl chloride (560 mg) was added therein. The mixture was stirred at the same temperature overnight, washed with aqueous hydrochloric acid, dried, and concentrated in vacuo... Starting materials: CC#N, CCN(C(C)C)C(C)C, Cc1cc(C)cc(C(C)Nc2cc(F)ccc2[N+](=O)[O-])c1, CC(C)(C)OC(=O)N1CCNCC1. Product: Cc1cc(C)cc(C(C)Nc2cc(N3CCN(C(=O)OC(C)(C)C)CC3)ccc2[N+](=O)[O-])c1. As a reaction SMILES: [CH3:44][C:45]#[N:46].[CH:35]([N:36]([CH2:37][CH3:38])[CH:39]([CH3:40])[CH3:41])([CH3:42])[CH3:43].[F:1][c:2]1[cH:3][cH:4][c:5]([N+:19](=[O:20])[O-:21])[c:6]([NH:8][CH:9]([CH3:10])[c:11]2[cH:12][c:13]([CH3:18])[cH:14][c:15]([CH3:17])[cH:16]2)[cH:7]1.[N:22]1([C:28](=[O:29])[O:30][C:31]([CH3:32])([CH3:33])[CH3:34])[CH2:23][CH2:24][NH:25][CH2:26][CH2:27]1>>[c:2]1([N:25]2[CH2:24][CH2:23][N:22]([C:28](=[O:29])[O:30][C:31]([CH3:32])([CH3:33])[CH3:34])[CH2:27][CH2:26]2)[cH:3][cH:4][c:5]([N+:19](=[O:20])[O-:21])[c:6]([NH:8][CH:9]([CH3:10])[c:11]2[cH:12][c:13]([CH3:18])[cH:14][c:15]([CH3:17])[cH:16]2)[cH:7]1.